This data is from the Open Reaction Database (ORD), a public repository of structured organic reaction records. The task is: describe an organic reaction: reactants, conditions, products, and yield Starting materials: CN1C=C2C(=C(C1=O)N1CCOCC1)C(N(C2=O)CCC2=NC1=CC=CC=C1C=C2)=O (5-Methyl-7-morpholin-4-yl-2-(2-quinolin-2-yl-ethyl)-5H-pyrrolo[3,4-c]pyridine-1,3,6-trione). Reagents/catalysts: [Zn] (Zinc). Solvent: C(C)(=O)O (acetic acid). Reaction conditions: time 8 hour. The product is CN1C=C2C(=C(C1=O)N1CCOCC1)CN(C2=O)CCC2=NC1=CC=CC=C1C=C2 (5-Methyl-7-morpholin-4-yl-2-(2-quinolin-2-yl-ethyl)-1,2-dihydro-5H-pyrrolo[3,4-c]pyridine-3,6-dione). Isolated yield 6.1%. RXN SMILES: [CH3:1][N:2]1[C:7](=[O:8])[C:6]([N:9]2[CH2:14][CH2:13][O:12][CH2:11][CH2:10]2)=[C:5]2[C:15](=O)[N:16]([CH2:19][CH2:20][C:21]3[CH:30]=[CH:29][C:28]4[C:23](=[CH:24][CH:25]=[CH:26][CH:27]=4)[N:22]=3)[C:17](=[O:18])[C:4]2=[CH:3]1>C(O)(=O)C.[Zn]>[CH3:1][N:2]1[C:7](=[O:8])[C:6]([N:9]2[CH2:14][CH2:13][O:12][CH2:11][CH2:10]2)=[C:5]2[CH2:15][N:16]([CH2:19][CH2:20][C:21]3[CH:30]=[CH:29][C:28]4[C:23](=[CH:24][CH:25]=[CH:26][CH:27]=4)[N:22]=3)[C:17](=[O:18])[C:4]2=[CH:3]1. Reported procedure: Zinc (0.375 g, 5.74 mmol) was added to a solution of 5-methyl-7-morpholin-4-yl-2-(2-quinolin-2-yl-ethyl)-5H-pyrrolo[3,4-c]pyridine-1,3,6-trione (0.8 g, 1.91 mmol, see Example 1) in acetic acid (15 ml) and the reaction was stirred for 8 h under reflux. The solvent was removed and the resulting mixture was purified via preparative HPLC (Waters system, eluent: MeCN/ammonium acetate buffer (gradient: 10:90 to 80:20 over 20 min), column: Hanbon Benetnach C18, 10 μm, 21.2×250 mm) to afford the title c... Starting materials: Cl, CCCC(Oc1ccc(-n2cnc(C(F)(F)F)c2)cc1)c1ccc(C(=O)OC)cc1, [Li+], C1CCOC1, [OH-]. Product: CCCC(Oc1ccc(-n2cnc(C(F)(F)F)c2)cc1)c1ccc(C(=O)O)cc1. As a reaction SMILES: [ClH:33].[F:3][C:4]([c:5]1[n:6][cH:7][n:8](-[c:10]2[cH:11][cH:12][c:13]([O:14][CH:15]([CH2:16][CH2:17][CH3:18])[c:19]3[cH:20][cH:21][c:22]([C:23](=[O:24])[O:25][CH3:26])[cH:27][cH:28]3)[cH:29][cH:30]2)[cH:9]1)([F:31])[F:32].[Li+:1].[O:34]1[CH2:35][CH2:36][CH2:37][CH2:38]1.[OH-:2]>>[F:3][C:4]([c:5]1[n:6][cH:7][n:8](-[c:10]2[cH:11][cH:12][c:13]([O:14][CH:15]([CH2:16][CH2:17][CH3:18])[c:19]3[cH:20][cH:21][c:22]([C:23](=[O:24])[OH:25])[cH:27][cH:28]3)[cH:29][cH:30]2)[cH:9]1)([F:31])[F:32]. The product is COC(=O)c1ccc(-c2cccs2)nc1. Reactants: CCCC[Sn](CCCC)(CCCC)c1cccs1, Cc1ccccc1, ClC(Cl)Cl, COC(=O)c1ccc(O)nc1. RXN SMILES: [CH2:12]([Sn:13]([CH2:14][CH2:15][CH2:16][CH3:22])([c:17]1[s:18][cH:19][cH:20][cH:21]1)[CH2:23][CH2:24][CH2:25][CH3:26])[CH2:27][CH2:28][CH3:29].[CH3:30][c:31]1[cH:32][cH:33][cH:34][cH:35][cH:36]1.[CH:37]([Cl:38])([Cl:39])[Cl:40].[OH:1][c:2]1[cH:3][cH:4][c:5]([C:8](=[O:9])[O:10][CH3:11])[cH:6][n:7]1>>[c:2]1(-[c:17]2[s:18][cH:19][cH:20][cH:21]2)[cH:3][cH:4][c:5]([C:8](=[O:9])[O:10][CH3:11])[cH:6][n:7]1. As a reaction SMILES: [Br:1][C:2]1[CH:3]=[C:4]([CH3:10])[C:5]([CH3:9])=[C:6]([CH:8]=1)N.N([O-])=[O:12].[Na+]>S(=O)(=O)(O)O.C1(C)C=CC=CC=1>[Br:1][C:2]1[CH:3]=[C:4]([CH3:10])[C:5]([CH3:9])=[C:6]([OH:12])[CH:8]=1 |f:1.2|. Procedure details: 10.00 g of 5-bromo-2,3-dimethylaniline (3-11) was dissolved in a mixed solution of 50 ml of 25% sulfuric acid and 50 ml of toluene, and under cooling with ice, 20 ml of aqueous solution of 3.80 g of sodium nitrite was dropped thereto. The resulting mixture was stirred at the same temperature for 1 hour, and then stirred at 100° C. for 1 hour, and thereafter, the reaction solution was poured into ice water and extracted with ethyl acetate and the resulting organic layer was washed with saturated ... Solvent: S(O)(O)(=O)=O (sulfuric acid), C1(=CC=CC=C1)C (toluene). The yield is 54.6%. Reaction conditions: time 1 hour. The product is BrC=1C=C(C(=C(C1)O)C)C (5-bromo-2,3-dimethylphenol). Reactants: BrC=1C=C(C(=C(N)C1)C)C (5-bromo-2,3-dimethylaniline), ice water, aqueous solution, N(=O)[O-].[Na+] (sodium nitrite). Starting materials: COC([C@@H](NC(=O)OCC1=CC=CC=C1)CCC(N)=O)=O (N-benzyloxycarbonyl-L-glutamine methyl ester), C1(=CC=CC=C1)P(C1=CC=CC=C1)C1=CC=CC=C1 (triphenylphosphine). The solvent is C1CCOC1 (THF), C(Cl)(Cl)(Cl)Cl (carbon tetrachloride). Reaction conditions: temperature 50 celsius. Yields the product C(C1=CC=CC=C1)OC(=O)N[C@H](C(=O)OC)CCC#N (Methyl (2S)-2-benzyloxycarbonylamino-4-cyanobutyrate). As a reaction SMILES: [CH3:1][O:2][C:3](=[O:21])[C@H:4]([CH2:16][CH2:17][C:18](=O)[NH2:19])[NH:5][C:6]([O:8][CH2:9][C:10]1[CH:15]=[CH:14][CH:13]=[CH:12][CH:11]=1)=[O:7].C1(P(C2C=CC=CC=2)C2C=CC=CC=2)C=CC=CC=1>C1COCC1.C(Cl)(Cl)(Cl)Cl>[CH2:9]([O:8][C:6]([NH:5][C@@H:4]([CH2:16][CH2:17][C:18]#[N:19])[C:3]([O:2][CH3:1])=[O:21])=[O:7])[C:10]1[CH:11]=[CH:12][CH:13]=[CH:14][CH:15]=1. Reported procedure: A solution of N-benzyloxycarbonyl-L-glutamine methyl ester (25 g) in THF (500 ml) was added dropwise to a stirred solution of triphenylphosphine (44.5 g) in carbon tetrachloride (1 L). The mixture was heated to 50° C. for 2 hours. The mixture was evaporated. The resultant oil was triturated in ethyl acetate. The mixture was filtered and the filtrate was evaporated. The residue was purified by column chromatogaphy using a 1:1 mixture of hexane and ethyl acetate as eluant. There was thus obtained ... Reactants: O=C1NCC2(CC2)O1, C1COCCO1, CCOC(C)=O, [Cu]I, COc1cn(-c2ccc(I)cc2F)nc(-c2ccnn2-c2ccccc2)c1=O, [K+], [K+], [K+], NC1CCCCC1N, O=P([O-])([O-])[O-]. The product is COc1cn(-c2ccc(N3CC4(CC4)OC3=O)cc2F)nc(-c2ccnn2-c2ccccc2)c1=O. RXN SMILES: [CH2:29]1[CH2:30][C:31]12[O:32][C:33](=[O:36])[NH:34][CH2:35]2.[CH2:53]1[O:54][CH2:55][CH2:56][O:57][CH2:58]1.[CH3:59][CH2:60][O:61][C:62]([CH3:63])=[O:64].[Cu:65][I:66].[F:1][c:2]1[c:3](-[n:9]2[n:10][c:11](-[c:18]3[cH:19][cH:20][n:21][n:22]3-[c:23]3[cH:24][cH:25][cH:26][cH:27][cH:28]3)[c:12](=[O:17])[c:13]([O:15][CH3:16])[cH:14]2)[cH:4][cH:5][c:6]([I:8])[cH:7]1.[K+:50].[K+:51].[K+:52].[NH2:37][CH:38]1[CH2:39][CH2:40][CH2:41][CH2:42][CH:43]1[NH2:44].[P:45]([O-:46])([O-:47])([O-:48])=[O:49]>>[F:1][c:2]1[c:3](-[n:9]2[n:10][c:11](-[c:18]3[cH:19][cH:20][n:21][n:22]3-[c:23]3[cH:24][cH:25][cH:26][cH:27][cH:28]3)[c:12](=[O:17])[c:13]([O:15][CH3:16])[cH:14]2)[cH:4][cH:5][c:6]([N:34]2[C:33](=[O:36])[O:32][C:31]3([CH2:29][CH2:30]3)[CH2:35]2)[cH:7]1. Reactants: C[O-].[Na+] (sodium methoxide), ( ε22300 ), sugar, NC1=C2C(N(C=N1)[C@H]1[C@H](OC(C3=CC=CC=C3)=O)[C@H](OC(C3=CC=CC=C3)=O)[C@H](O1)COC(C1=CC=CC=C1)=O)=NC(S2)=O (7-Amino-4-(2,3,5-tri-O-benzoyl-β-D-ribofuranosyl)thiazolo[4,5-d]pyrimidin-2-one), ( ε17230 ), C10H 12 N4O5S.O.2H2O. Run in CO (methanol). Reaction conditions: temperature 5 celsius, time 5 hour. Yields the product NC1=C2C(N(C=N1)[C@H]1[C@H](O)[C@H](O)[C@H](O1)CO)=NC(S2)=O (7-Amino-4-β-D-ribofuranosylthiazolo[4,5-d]pyrimidin-2-one). As a reaction SMILES: [NH2:1][C:2]1[N:7]=[CH:6][N:5]([C@@H:8]2[O:30][C@H:29]([CH2:31][O:32]C(=O)C3C=CC=CC=3)[C@@H:19]([O:20]C(=O)C3C=CC=CC=3)[C@H:9]2[O:10]C(=O)C2C=CC=CC=2)[C:4]2=[N:41][C:42](=[O:44])[S:43][C:3]=12.C[O-].[Na+]>CO>[NH2:1][C:2]1[N:7]=[CH:6][N:5]([C@@H:8]2[O:30][C@H:29]([CH2:31][OH:32])[C@@H:19]([OH:20])[C@H:9]2[OH:10])[C:4]2=[N:41][C:42](=[O:44])[S:43][C:3]=12 |f:1.2|. Reported procedure: Compound 31 (310 mg, 0.51 mmol) was dissolved in dry methanol (35 mL) and cooled to 5° C. To this solution was added solid sodium methoxide (82 mg, 1.5 mmol) and the solution was stirred at room temperature for 5 h. The mixture was neutralized with Dowex-50 H+ resin, filtered and evaporated to dryness. The residue was triturated with ethyl ether and then recrystallized from aqueous ethanol to yield colorless needles: 120 mg, 80%: mp 132°-134° C.: UV λmax (pH 1) 227 nm (ε17230), 301 (15750): UV λ... The reactants are Cc1ccccc1, Cc1cc(C)nc(N)n1, O=S(=O)(N=C=S)c1ccccc1-c1ccccc1. Yields the product Cc1cc(C)nc(NC(=S)NS(=O)(=O)c2ccccc2-c2ccccc2)n1. Reaction SMILES: [CH3:28][c:29]1[cH:30][cH:31][cH:32][cH:33][cH:34]1.[NH2:1][c:2]1[n:3][c:4]([CH3:9])[cH:5][c:6]([CH3:8])[n:7]1.[c:10]1(-[c:16]2[c:17]([S:22](=[O:23])(=[O:24])[N:25]=[C:26]=[S:27])[cH:18][cH:19][cH:20][cH:21]2)[cH:11][cH:12][cH:13][cH:14][cH:15]1>>[NH:1]([c:2]1[n:3][c:4]([CH3:9])[cH:5][c:6]([CH3:8])[n:7]1)[C:26]([NH:25][S:22]([c:17]1[c:16](-[c:10]2[cH:11][cH:12][cH:13][cH:14][cH:15]2)[cH:21][cH:20][cH:19][cH:18]1)(=[O:23])=[O:24])=[S:27]. Starting materials: ClCC1CNC=2C=C(C3=C(C12)C=CC(=C3)S(=O)(=O)NCCO)[N+](=O)[O-] (1-(chloromethyl)-N-(2-hydroxyethyl)-5-nitro-1,2-dihydro-3H-benzo[e]indole-7-sulfonamide), COC=1C=C2C=C(NC2=C(C1OC)OC)C(=O)O (5,6,7-Trimethoxyindole-2-carboxylic acid), CCN=C=NCCCN(C)C (EDCI), CC=1C=CC(=CC1)S(=O)(=O)O (TsOH). Solvent: CO.Cl (MeOH HCl), CC(=O)N(C)C (DMA), O (water). Reaction conditions: time 1 hour. Yields the product ClCC1CN(C=2C=C(C3=C(C12)C=CC(=C3)S(=O)(=O)NCCO)[N+](=O)[O-])C(=O)C=3NC1=C(C(=C(C=C1C3)OC)OC)OC (1-(Chloromethyl)-N-(2-hydroxyethyl)-5-nitro-3-(5,6,7-trimethoxyindol-2-carbonyl)-1,2-dihydro-3H-benzo[e]indole-7-sulfonamide). The yield is 75.7%. As a reaction SMILES: [Cl:1][CH2:2][CH:3]1[C:11]2[C:10]3[CH:12]=[CH:13][C:14]([S:16]([NH:19][CH2:20][CH2:21][OH:22])(=[O:18])=[O:17])=[CH:15][C:9]=3[C:8]([N+:23]([O-:25])=[O:24])=[CH:7][C:6]=2[NH:5][CH2:4]1.[CH3:26][O:27][C:28]1[CH:29]=[C:30]2[C:34](=[C:35]([O:39][CH3:40])[C:36]=1[O:37][CH3:38])[NH:33][C:32]([C:41](O)=[O:42])=[CH:31]2.CCN=C=NCCCN(C)C.CC1C=CC(S(O)(=O)=O)=CC=1>CO.Cl.O.CC(N(C)C)=O>[Cl:1][CH2:2][CH:3]1[C:11]2[C:10]3[CH:12]=[CH:13][C:14]([S:16]([NH:19][CH2:20][CH2:21][OH:22])(=[O:17])=[O:18])=[CH:15][C:9]=3[C:8]([N+:23]([O-:25])=[O:24])=[CH:7][C:6]=2[N:5]([C:41]([C:32]2[NH:33][C:34]3[C:30]([CH:31]=2)=[CH:29][C:28]([O:27][CH3:26])=[C:36]([O:37][CH3:38])[C:35]=3[O:39][CH3:40])=[O:42])[CH2:4]1 |f:4.5|. Reported procedure: Amine 121 (75 mg, 0.19 mmol) was dissolved in MeOH/HCl(g) at room temperature and the solution was evaporated to dryness under reduced pressure. 5,6,7-Trimethoxyindole-2-carboxylic acid (59 mg, 0.23 mmol), EDCI (149 mg, 0.78 mmol), anhydrous TsOH (30 mg, 0.17 mmol) and dry DMA (3 mL) were then added, and the mixture was stirred at room temperature for 1 h. The mixture was poured into water and the precipitate was collected and washed with water, dried, and dissolved in the minimum volume of DMW ...